Dataset: the Open Reaction Database (ORD), a public repository of structured organic reaction records. Task: describe an organic reaction: reactants, conditions, products, and yield Starting materials: CC(C)(C)OC(=O)N(CCOc1cc(Cl)cc(C(=O)O)c1)c1ccncc1, CC#N, c1ncn(CCNC2CCCC2)n1. Product: CC(C)(C)OC(=O)N(CCOc1cc(Cl)cc(C(=O)N(CCn2cncn2)C2CCCC2)c1)c1ccncc1. RXN SMILES: [C:1]([CH3:2])([CH3:3])([CH3:4])[O:5][C:6](=[O:7])[N:8]([CH2:9][CH2:10][O:11][c:12]1[cH:13][c:14]([C:15](=[O:16])[OH:17])[cH:18][c:19]([Cl:21])[cH:20]1)[c:22]1[cH:23][cH:24][n:25][cH:26][cH:27]1.[CH3:41][C:42]#[N:43].[CH:28]1([NH:33][CH2:34][CH2:35][n:36]2[n:37][cH:38][n:39][cH:40]2)[CH2:29][CH2:30][CH2:31][CH2:32]1>>[C:1]([CH3:2])([CH3:3])([CH3:4])[O:5][C:6](=[O:7])[N:8]([CH2:9][CH2:10][O:11][c:12]1[cH:13][c:14]([C:15](=[O:17])[N:33]([CH:28]2[CH2:29][CH2:30][CH2:31][CH2:32]2)[CH2:34][CH2:35][n:36]2[n:37][cH:38][n:39][cH:40]2)[cH:18][c:19]([Cl:21])[cH:20]1)[c:22]1[cH:23][cH:24][n:25][cH:26][cH:27]1. Reactants: BrC=1C=C2C(=NN(C2=CC1)C1OCCCC1)C1=CN=CC(=N1)O[C@@H]1C2(CC2)CCN(C1)C(=O)OC(C)(C)C ((4R)-tert-butyl 4-(6-(5-bromo-1-(tetrahydro-2H-pyran-2-yl)-1H-indazol-3-yl)pyrazin-2-yloxy)-6-azaspiro[2.5]octane-6-carboxylate), Cl (HCl). Run in CC#N (CH3CN). The product is Cl.Cl.C1CC12[C@H](CNCC2)OC2=CN=CC(=N2)C2=NNC1=CC=C(C=C21)Br ((R)-3-(6-(6-azaspiro[2.5]octan-4-yloxy)pyrazin-2-yl)-5-bromo-1H-indazole dihydrochloride). The yield is 80.7%. As a reaction SMILES: [Br:1][C:2]1[CH:3]=[C:4]2[C:8](=[CH:9][CH:10]=1)[N:7](C1CCCCO1)[N:6]=[C:5]2[C:17]1[N:22]=[C:21]([O:23][C@H:24]2[CH2:31][N:30](C(OC(C)(C)C)=O)[CH2:29][CH2:28][C:25]32[CH2:27][CH2:26]3)[CH:20]=[N:19][CH:18]=1.[ClH:39]>CC#N>[ClH:39].[ClH:39].[CH2:27]1[C:25]2([CH2:28][CH2:29][NH:30][CH2:31][C@@H:24]2[O:23][C:21]2[N:22]=[C:17]([C:5]3[C:4]4[C:8](=[CH:9][CH:10]=[C:2]([Br:1])[CH:3]=4)[NH:7][N:6]=3)[CH:18]=[N:19][CH:20]=2)[CH2:26]1 |f:3.4.5|. Procedure: A solution of (4R)-tert-butyl 4-(6-(5-bromo-1-(tetrahydro-2H-pyran-2-yl)-1H-indazol-3-yl)pyrazin-2-yloxy)-6-azaspiro[2.5]octane-6-carboxylate (314.5 mg, 0.538 mmol) in HCl (5.0M in IPA; 3.0 mL, 15.00 mmol) was stirred under argon at 80° C. for 1 h. The reaction was cooled to RT, diluted with CH3CN (3.0 mL), and vacuum filtered. The collected solid was washed with CH3CN (2×2 mL) and dried in vacuo to provide (R)-3-(6-(6-azaspiro[2.5]octan-4-yloxy)pyrazin-2-yl)-5-bromo-1H-indazole dihydrochloride ... Reactants: N (ammonia), C(=O)=O.CC(=O)C (dry ice acetone), ClC=1C2=C(N=CN1)N(C=C2I)[C@@H]2C[C@H](C2)CO (trans-[3-(4-chloro-5-iodopyrrolo[2,3-d]pyrimidin-7-yl)-cyclobutyl]-methanol). Solvent: O1CCOCC1 (dioxane), CC(C)O (iPrOH). Conditions: temperature 90 celsius. Product: NC=1C2=C(N=CN1)N(C=C2I)[C@@H]2C[C@H](C2)CO (trans-[3-(4-Amino-5-iodopyrrolo[2,3-d]pyrimidin-7-yl)cyclobutyl]methanol). As a reaction SMILES: [NH3:1].Cl[C:3]1[C:4]2[C:11]([I:12])=[CH:10][N:9]([C@H:13]3[CH2:16][C@H:15]([CH2:17][OH:18])[CH2:14]3)[C:5]=2[N:6]=[CH:7][N:8]=1.C(=O)=O.CC(C)=O>O1CCOCC1.CC(O)C>[NH2:1][C:3]1[C:4]2[C:11]([I:12])=[CH:10][N:9]([C@H:13]3[CH2:16][C@H:15]([CH2:17][OH:18])[CH2:14]3)[C:5]=2[N:6]=[CH:7][N:8]=1 |f:2.3|. Procedure: Gaseous ammonia (from a lecture bottle) was condensed into a suspension of trans-[3-(4-chloro-5-iodopyrrolo[2,3-d]pyrimidin-7-yl)-cyclobutyl]-methanol (172.6 mg, 0.475 mmol) in dioxane (3 mL) and iPrOH (3 mL) in a sealable glass tube, cooled by dry ice/acetone, until the volume increased by ≈2 mL, then the tube was sealed and heated to 90° C. overnight. The solvents were evaporated, water was added to the residue, and the pale yellow solid was filtered off and dried in vacuo to give the title co... Procedure: To a suspension of 2-chloro-3-(trifluoromethyl)benzoic acid (15 g, 67 mmol) and catalytic DMF (0.06 mL, 0.67 mmol) in DCM (150 mL) was added oxalyl chloride (6.8 mL, 80 mmol) dropwise. The reaction was let stir (vigorous bubbling) for 4 h and concentrated to an oily solid which became solid after overnight drying on high vacuum. Run in C(Cl)Cl (DCM). Reaction SMILES: [Cl:1][C:2]1[C:10]([C:11]([F:14])([F:13])[F:12])=[CH:9][CH:8]=[CH:7][C:3]=1[C:4](O)=[O:5].CN(C=O)C.C(Cl)(=O)C([Cl:23])=O>C(Cl)Cl>[Cl:1][C:2]1[C:10]([C:11]([F:14])([F:13])[F:12])=[CH:9][CH:8]=[CH:7][C:3]=1[C:4]([Cl:23])=[O:5]. The product is ClC1=C(C(=O)Cl)C=CC=C1C(F)(F)F (2-Chloro-3-(trifluoromethyl)benzoyl chloride). Reactants: ClC1=C(C(=O)O)C=CC=C1C(F)(F)F (2-chloro-3-(trifluoromethyl)benzoic acid), CN(C)C=O (DMF), C(C(=O)Cl)(=O)Cl (oxalyl chloride). Reactants: CCOC(=O)C=Cc1cccc(NC(=O)c2ccc(Br)o2)c1, OB(O)c1ccc(-c2ccccc2)c(F)c1. Product: CCOC(=O)C=Cc1cccc(NC(=O)c2ccc(-c3ccc(-c4ccccc4)c(F)c3)o2)c1. RXN SMILES: [CH2:1]([CH3:2])[O:3][C:4]([CH:5]=[CH:6][c:7]1[cH:8][c:9]([NH:13][C:14](=[O:15])[c:16]2[o:17][c:18]([Br:21])[cH:19][cH:20]2)[cH:10][cH:11][cH:12]1)=[O:22].[F:23][c:24]1[c:25](-[c:33]2[cH:34][cH:35][cH:36][cH:37][cH:38]2)[cH:26][cH:27][c:28]([B:30]([OH:31])[OH:32])[cH:29]1>>[CH2:1]([CH3:2])[O:3][C:4]([CH:5]=[CH:6][c:7]1[cH:8][c:9]([NH:13][C:14](=[O:15])[c:16]2[o:17][c:18](-[c:28]3[cH:27][cH:26][c:25](-[c:33]4[cH:34][cH:35][cH:36][cH:37][cH:38]4)[c:24]([F:23])[cH:29]3)[cH:19][cH:20]2)[cH:10][cH:11][cH:12]1)=[O:22]. RXN SMILES: [CH2:1]([c:2]1[cH:3][cH:4][cH:5][cH:6][cH:7]1)[O:8][C:9]([C:10](=[O:11])[OH:12])([CH3:13])[CH3:14].[CH3:15][C:16](=[O:17])[Cl:18].[CH3:19][OH:20]>>[CH2:1]([c:2]1[cH:3][cH:4][cH:5][cH:6][cH:7]1)[O:8][C:9]([C:10](=[O:11])[O:12][CH3:15])([CH3:13])[CH3:14]. The product is COC(=O)C(C)(C)OCc1ccccc1. Reactants: CC(C)(OCc1ccccc1)C(=O)O, CC(=O)Cl, CO. Starting materials: CC(C)(C)OC(=O)NC(C=O)Cc1ccccc1, C1CCOC1, Cl, C[N+](=O)[O-], O. The product is CC(C)(C)OC(=O)NC(Cc1ccccc1)C(O)C[N+](=O)[O-]. RXN SMILES: [C:1]([CH3:2])([CH3:3])([CH3:4])[O:5][C:6](=[O:7])[NH:8][CH:9]([CH:10]=[O:11])[CH2:12][c:13]1[cH:14][cH:15][cH:16][cH:17][cH:18]1.[CH2:25]1[O:26][CH2:27][CH2:28][CH2:29]1.[ClH:23].[N+:19](=[O:20])([O-:21])[CH3:22].[OH2:24]>>[C:1]([CH3:2])([CH3:3])([CH3:4])[O:5][C:6](=[O:7])[NH:8][CH:9]([CH:10]([OH:11])[CH2:22][N+:19](=[O:20])[O-:21])[CH2:12][c:13]1[cH:14][cH:15][cH:16][cH:17][cH:18]1.